Dataset: the Open Reaction Database (ORD), a public repository of structured organic reaction records. Task: describe an organic reaction: reactants, conditions, products, and yield Reactants: P([O-])([O-])OC[C@@H]1[C@H](C[C@@H](O1)N1C(=O)NC(=O)C(C)=C1)N=[N+]=[N-].C(C)[NH+](CC)CC.C(C)[NH+](CC)CC (Triethylammonium 3′-azido-3′-deoxythymidine-5′-phosphite), C(Cl)(Cl)Cl.CO.O (CHCl3 MeOH H2O), COC([C@@H](N)CC1=CNC2=CC=CC=C12)=O (tryptophan methyl ester). Product: CC1=CN(C(=O)NC1=O)[C@H]2C[C@@H]([C@H](O2)CO)N=[N+]=[N-].COC1=CC=C2NC=C(C[C@H](N)C(=O)OP([O-])(=O)N)C2=C1 (3-Azido-3-deoxythymidine 5-methoxy-L-trytophanyl-phosphoramidate). Yield: 70.0%. Reaction SMILES: [P:1]([O:4][CH2:5][C@H:6]1[O:10][C@@H:9]([N:11]2[CH:19]=[C:17]([CH3:18])[C:15](=[O:16])[NH:14][C:12]2=[O:13])[CH2:8][C@@H:7]1[N:20]=[N+:21]=[N-:22])([O-])[O-:2].C([NH+:25](CC)CC)C.C([NH+](CC)CC)C.C[O:38][C:39](=O)[C@H:40]([CH2:42][C:43]1[C:51]2[C:46](=[CH:47][CH:48]=[CH:49][CH:50]=2)[NH:45][CH:44]=1)[NH2:41].C(Cl)(Cl)Cl.[CH3:57][OH:58].[OH2:59]>>[CH3:18][C:17]1[C:15](=[O:16])[NH:14][C:12](=[O:13])[N:11]([C@@H:9]2[O:10][C@H:6]([CH2:5][OH:4])[C@@H:7]([N:20]=[N+:21]=[N-:22])[CH2:8]2)[CH:19]=1.[CH3:57][O:58][C:49]1[CH:50]=[C:51]2[C:46]([NH:45][CH:44]=[C:43]2[CH2:42][C@@H:40]([C:39]([O:38][P:1]([NH2:25])(=[O:4])[O-:2])=[O:59])[NH2:41])=[CH:47][CH:48]=1 |f:0.1.2,4.5.6,7.8|. Reported procedure: Compound 40 (218 mg, 0.503 mmol) and tryptophan methyl ester (HCl salt, 258 mg, 1.01 mmol) were subjected to a procedure similar to that described in Example 6. Flash chromatography (SiO2, 5:2:0.25 CHCl3/MeOH/H2O containing 0.5% conc. NH4OH) gave the title compound (198 mg, 70%) as a white solid. 1H NMR (D2O, 300 MHz) 7.222 (d, J=7.9 Hz, 1H), 7.103 (d, J=8.1 Hz, 1H), 7.072 (s, 1H), 6.880 (s, 1H), 6.857 (t, J=7.7 Hz, 1H), 6.729 (t, J=7.5 Hz, 1H), 5.690 (t, J=6.6 Hz, 1H), 3.883 (m, 1H), 3.763 (m, ... Reactants: COC(C1=CC(=C(C=C1)O)Cl)=O (3-chloro-4-hydroxybenzoic acid methyl ester), C1(=CC=CC=C1)P(C1=CC=CC=C1)C1=CC=CC=C1 (triphenylphosphine), CCOC(=O)/N=N/C(=O)OCC (diethylazodicarboxylate), C(C)(C)(C)OCC(C)O (1-tert-butoxy-2-propanol). The solvent is C1CCOC1 (THF). Run at time 1 hour. Product: COC(C1=CC(=C(C=C1)OC(COC(C)(C)C)C)Cl)=O (4-(1-tert-butoxy-2-propoxy)-3-chlorobenzoic acid methyl ester). Reaction SMILES: [CH3:1][O:2][C:3](=[O:12])[C:4]1[CH:9]=[CH:8][C:7]([OH:10])=[C:6]([Cl:11])[CH:5]=1.C1(P(C2C=CC=CC=2)C2C=CC=CC=2)C=CC=CC=1.CCOC(/N=N/C(OCC)=O)=O.[C:44]([O:48][CH2:49][CH:50](O)[CH3:51])([CH3:47])([CH3:46])[CH3:45]>C1COCC1>[CH3:1][O:2][C:3](=[O:12])[C:4]1[CH:9]=[CH:8][C:7]([O:10][CH:50]([CH3:51])[CH2:49][O:48][C:44]([CH3:47])([CH3:46])[CH3:45])=[C:6]([Cl:11])[CH:5]=1. Procedure: To a solution of 1.5 g of 3-chloro-4-hydroxybenzoic acid methyl ester in 20 ml of THF, 1.8 ml of 1-tert-butoxy-2-propanol, 3.16 g of triphenylphosphine, and 1.9 ml of diethylazodicarboxylate were added, and the mixture was stirred, at room temperature for 1 hour. After evaporation of the solvent under reduced pressure, the obtained residue was purified by silica gel column chromatography (eluent: hexane-EtOAc=100:1˜5:1) to obtain 2.3 g of 4-(1-tert-butoxy-2-propoxy)-3-chlorobenzoic acid methyl e... Starting materials: Nc1ccc(Cl)c(-c2ccccn2)c1, CC(O)CS(=O)(=O)c1ccc(C(=O)O)cc1. Product: CC(O)CS(=O)(=O)c1ccc(C(=O)Nc2ccc(Cl)c(-c3ccccn3)c2)cc1. Reaction SMILES: [Cl:1][c:2]1[c:3](-[c:9]2[n:10][cH:11][cH:12][cH:13][cH:14]2)[cH:4][c:5]([NH2:6])[cH:7][cH:8]1.[OH:15][CH:16]([CH2:17][S:18](=[O:19])(=[O:20])[c:21]1[cH:22][cH:23][c:24]([C:25](=[O:26])[OH:27])[cH:28][cH:29]1)[CH3:30]>>[Cl:1][c:2]1[c:3](-[c:9]2[n:10][cH:11][cH:12][cH:13][cH:14]2)[cH:4][c:5]([NH:6][C:25]([c:24]2[cH:23][cH:22][c:21]([S:18]([CH2:17][CH:16]([OH:15])[CH3:30])(=[O:19])=[O:20])[cH:29][cH:28]2)=[O:26])[cH:7][cH:8]1.